This data is from the Open Reaction Database (ORD), a public repository of structured organic reaction records. The task is: describe an organic reaction: reactants, conditions, products, and yield The reactants are FC(C(=O)O)(F)F.FC(C(=O)O)(F)F.FC(C(=O)O)(F)F.ClC=1C=NC=2NC=3C=NC=C(CCC4=C(C=CC(NC1N2)=C4)OCC(N4CCNCC4)=O)C3 (6-chloro-12-(2-oxo-2-piperazin-1-ylethoxy)-2,4,8,18,22-pentaazatetracyclo[14.3.1.1(3,7).1(9,13)]docosa-1(20),3(22),4,6,9(21),10,12,16,18-nonaene tris(trifluoroacetate)), COCC(=O)Cl (methoxyacetyl chloride). The product is FC(C(=O)O)(F)F.FC(C(=O)O)(F)F.ClC=1C=NC=2NC=3C=NC=C(CCC4=C(C=CC(NC1N2)=C4)OCC(=O)N4CCN(CC4)C(COC)=O)C3 (6-Chloro-12-{2-[4-(methoxyacetyl)piperazin-1-yl]-2-oxoethoxy}-2,4,8,18,22-pentaazatetracyclo[14.3.1.1(3,7).1(9,13)]docosa-1(20),3(22),4,6,9(21),10,12,16,18-nonaene bis(trifluoroacetate)). Isolated yield 77.0%. As a reaction SMILES: [F:1][C:2]([F:7])([F:6])[C:3]([OH:5])=[O:4].[F:8][C:9]([F:14])([F:13])[C:10]([OH:12])=[O:11].FC(F)(F)C(O)=O.[Cl:22][C:23]1[CH:24]=[N:25][C:26]2[NH:27][C:28]3[CH:29]=[N:30][CH:31]=[C:32]([CH:54]=3)[CH2:33][CH2:34][C:35]3[CH:43]=[C:39]([NH:40][C:41]=1[N:42]=2)[CH:38]=[CH:37][C:36]=3[O:44][CH2:45][C:46](=[O:53])[N:47]1[CH2:52][CH2:51][NH:50][CH2:49][CH2:48]1.[CH3:55][O:56][CH2:57][C:58](Cl)=[O:59]>>[F:1][C:2]([F:7])([F:6])[C:3]([OH:5])=[O:4].[F:8][C:9]([F:14])([F:13])[C:10]([OH:12])=[O:11].[Cl:22][C:23]1[CH:24]=[N:25][C:26]2[NH:27][C:28]3[CH:29]=[N:30][CH:31]=[C:32]([CH:54]=3)[CH2:33][CH2:34][C:35]3[CH:43]=[C:39]([NH:40][C:41]=1[N:42]=2)[CH:38]=[CH:37][C:36]=3[O:44][CH2:45][C:46]([N:47]1[CH2:52][CH2:51][N:50]([C:58](=[O:59])[CH2:57][O:56][CH3:55])[CH2:49][CH2:48]1)=[O:53] |f:0.1.2.3,5.6.7|. Procedure: The desired compound was prepared according to the procedure of Example D94 using 6-chloro-12-(2-oxo-2-piperazin-1-ylethoxy)-2,4,8,18,22-pentaazatetracyclo[14.3.1.1(3,7).1(9,13)]docosa-1(20),3(22),4,6,9(21),10,12,16,18-nonaene tris(trifluoroacetate) and methoxyacetyl chloride as the starting materials in 77% yield. LCMS for C26H29ClN7O4 (M+H)+: m/z=538.1.